This data is from the Open Reaction Database (ORD), a public repository of structured organic reaction records. The task is: describe an organic reaction: reactants, conditions, products, and yield Reactants: acid chloride, C1=C(C=CC2=CC=CC=C12)C(C(=O)O)C(C)C (2-(2-naphthyl)-3-methylbutanoic acid), FC1=CC=C(OC2=CC=CC(=N2)CO)C=C1 ([6-(4-fluorophenoxy)-2-pyridyl]methanol). Yields the product C1=C(C=CC2=CC=CC=C12)C(C(=O)OCC1=NC(=CC=C1)OC1=CC=C(C=C1)F)C(C)C ([6-(4-fluorophenoxy)-2-pyridyl]methyl 2-(2-naphthyl)-3methylbutanoate). As a reaction SMILES: [CH:1]1[C:10]2[C:5](=[CH:6][CH:7]=[CH:8][CH:9]=2)[CH:4]=[CH:3][C:2]=1[CH:11]([CH:15]([CH3:17])[CH3:16])[C:12]([OH:14])=[O:13].[F:18][C:19]1[CH:33]=[CH:32][C:22]([O:23][C:24]2[N:29]=[C:28]([CH2:30]O)[CH:27]=[CH:26][CH:25]=2)=[CH:21][CH:20]=1>>[CH:1]1[C:10]2[C:5](=[CH:6][CH:7]=[CH:8][CH:9]=2)[CH:4]=[CH:3][C:2]=1[CH:11]([CH:15]([CH3:17])[CH3:16])[C:12]([O:14][CH2:30][C:28]1[CH:27]=[CH:26][CH:25]=[C:24]([O:23][C:22]2[CH:32]=[CH:33][C:19]([F:18])=[CH:20][CH:21]=2)[N:29]=1)=[O:13]. Procedure details: The acid chloride of 2-(2-naphthyl)-3-methylbutanoic acid is reacted with [6-(4-fluorophenoxy)-2-pyridyl]methanol using the procedure of Example 1 to give [6-(4-fluorophenoxy)-2-pyridyl]methyl 2-(2-naphthyl)-3methylbutanoate. Reactants: 1L, FC1=CC=C(CN2C(=CC(=C2)[N+](=O)[O-])C(C)=O)C=C1 (1-[1-(4-fluorobenzyl)-4-nitro-1H-pyrrol-2-yl]ethanone). Reagents/catalysts: [Pd] (Pd-C). Run at time 24 hour. Product: NC=1C=C(N(C1)CC1=CC=C(C=C1)F)C(C)=O (1-[4-amino-1-(4-fluorobenzyl)-1H-pyrrol-2-yl]ethanone). As a reaction SMILES: [F:1][C:2]1[CH:19]=[CH:18][C:5]([CH2:6][N:7]2[CH:11]=[C:10]([N+:12]([O-])=O)[CH:9]=[C:8]2[C:15](=[O:17])[CH3:16])=[CH:4][CH:3]=1>[Pd]>[NH2:12][C:10]1[CH:9]=[C:8]([C:15](=[O:17])[CH3:16])[N:7]([CH2:6][C:5]2[CH:18]=[CH:19][C:2]([F:1])=[CH:3][CH:4]=2)[CH:11]=1. Reported procedure: To a 1L round bottomed flask with a stirring bar and a balloon hydrogenation adapter was added 1-[1-(4-fluorobenzyl)-4-nitro-1H-pyrrol-2-yl]ethanone AVI-1-1 (8.00 g, 30.51 mmol) absolute EtOH (640 mL) and 10% Pd-C (2.24 g, 2.11 mmol). This mixture was hydrogenated at ambient temperature 24 h. The catalyst was removed by filtration and the EtOH was removed in vacuo. The semi-solid residue was chromatographed on silica gel using EtOAc as eluant to give 1-[4-amino-1-(4-fluorobenzyl)-1H-pyrrol-2-yl]... Starting materials: [OH-].[Na+] (NaOH), C1COC2(CCC(CC2)=O)O1 (1,4-Cyclohexanedione ethylene ketal), C(C)(=O)O[BH-](OC(C)=O)OC(C)=O.[Na+] (sodium triacetoxyborohydride), C(C1=CC=CC=C1)N (benzylamine). The solvent is C(Cl)Cl (methylene chloride). Run at time 20 hour. Product: C1(=CC=CC=C1)CNC1CCC2(OCCO2)CC1 (N-(phenylmethyl)-1,4-Dioxaspiro[4.5]decan-8-amine). The yield is 99.9%. RXN SMILES: [CH2:1]1[O:11][C:4]2([CH2:9][CH2:8][C:7](=O)[CH2:6][CH2:5]2)[O:3][CH2:2]1.C(O[BH-](OC(=O)C)OC(=O)C)(=O)C.[Na+].[CH2:26]([NH2:33])[C:27]1[CH:32]=[CH:31][CH:30]=[CH:29][CH:28]=1.[OH-].[Na+]>C(Cl)Cl>[C:27]1([CH2:26][NH:33][CH:7]2[CH2:8][CH2:9][C:4]3([O:11][CH2:1][CH2:2][O:3]3)[CH2:5][CH2:6]2)[CH:32]=[CH:31][CH:30]=[CH:29][CH:28]=1 |f:1.2,4.5|. Procedure: 1,4-Cyclohexanedione ethylene ketal (5.00 g, 32.0 mmol, 1 eq.), sodium triacetoxyborohydride (8.14 g, 38.4 mmol, 1.2 eq.) and benzylamine (3.50 mL, 32.0 mmol, 1 eq.) were mixed in methylene chloride (100 mL) at room temperature. Stirred for 20 hours. Added 50 mL of 1.0 N NaOH. Stirred for 10 minutes. Extracted 3 times with methylene chloride (50 mL). The organic layers were combined, dried over sodium sulfate and stripped to give N-(phenylmethyl)-1,4-Dioxaspiro[4.5]decan-8-amine (7.91 g) of a li...